Dataset: the Open Reaction Database (ORD), a public repository of structured organic reaction records. Task: describe an organic reaction: reactants, conditions, products, and yield The reactants are C1COCCN1, Cc1cc(C)c(Nc2nc(C)ncc2S(=O)(=O)c2ccc(F)cc2)c(C)c1. Product: Cc1cc(C)c(Nc2nc(C)ncc2S(=O)(=O)c2ccc(N3CCOCC3)cc2)c(C)c1. RXN SMILES: [CH2:28]1[CH2:29][O:30][CH2:31][CH2:32][NH:33]1.[F:1][c:2]1[cH:3][cH:4][c:5]([S:8](=[O:9])(=[O:10])[c:11]2[c:12]([NH:18][c:19]3[c:20]([CH3:27])[cH:21][c:22]([CH3:26])[cH:23][c:24]3[CH3:25])[n:13][c:14]([CH3:17])[n:15][cH:16]2)[cH:6][cH:7]1>>[c:2]1([N:33]2[CH2:28][CH2:29][O:30][CH2:31][CH2:32]2)[cH:3][cH:4][c:5]([S:8](=[O:9])(=[O:10])[c:11]2[c:12]([NH:18][c:19]3[c:20]([CH3:27])[cH:21][c:22]([CH3:26])[cH:23][c:24]3[CH3:25])[n:13][c:14]([CH3:17])[n:15][cH:16]2)[cH:6][cH:7]1. The reactants are C(C1=CC=CC=C1)(=O)O[C@@H]1CN(C[C@H](C1)NC(=O)OC(C)(C)C)C(=O)OCC1=CC=CC=C1 ((3S,5S)-benzyl 3-(benzoyloxy)-5-(tert-butoxycarbonylamino)-piperidine-1-carboxylate), CO (methanol), CCN(C(C)C)C(C)C (DIPEA), ClC1=C(C=NC=C1)[N+](=O)[O-] (4-chloro-3-nitropyridine). Reagents/catalysts: [Pd] (Pd/C). Solvent: CCOC(=O)C (EtOAc). Run at time 4 hour. Product: C(C1=CC=CC=C1)(=O)O[C@@H]1CN(C[C@H](C1)NC(=O)OC(C)(C)C)C1=C(C=NC=C1)[N+](=O)[O-] ((3S,5S)-5-(tert-butoxycarbonylamino)-1-(3-nitropyridin-4-yl)-piperidin-3-yl benzoate). The yield is 90.0%. RXN SMILES: [C:1]([O:9][C@H:10]1[CH2:15][C@H:14]([NH:16][C:17]([O:19][C:20]([CH3:23])([CH3:22])[CH3:21])=[O:18])[CH2:13][N:12](C(OCC2C=CC=CC=2)=O)[CH2:11]1)(=[O:8])[C:2]1[CH:7]=[CH:6][CH:5]=[CH:4][CH:3]=1.CO.CCN(C(C)C)C(C)C.Cl[C:46]1[CH:51]=[CH:50][N:49]=[CH:48][C:47]=1[N+:52]([O-:54])=[O:53]>[Pd].CCOC(C)=O>[C:1]([O:9][C@H:10]1[CH2:15][C@H:14]([NH:16][C:17]([O:19][C:20]([CH3:23])([CH3:22])[CH3:21])=[O:18])[CH2:13][N:12]([C:46]2[CH:51]=[CH:50][N:49]=[CH:48][C:47]=2[N+:52]([O-:54])=[O:53])[CH2:11]1)(=[O:8])[C:2]1[CH:3]=[CH:4][CH:5]=[CH:6][CH:7]=1. Procedure: To a solution of (3S,5S)-benzyl 3-(benzoyloxy)-5-(tert-butoxycarbonylamino)-piperidine-1-carboxylate (1 eq) in 15 methanol and 15 mL of EtOAc was added 10% Pd/C (0.1 eq). The resulting suspension was stirred at H2 atmosphere for 4 hours. The crude solids were filtered through a pad of Celite on a paper lined Buchner funnel, washed with MeOH, then concentrated in vacuo. The residue was dissolved in 20 mL of isopropanol and DIPEA (1.8 eq) and 4-chloro-3-nitropyridine (1.2 eq) were added. The react... The reactants are CC(Cl)c1cccnc1, O=C(O)Cc1noc(-c2ccncc2)n1. Reagents/catalysts: O=C([O-])[O-].[Cs+].[Cs+] (cesium carbonate), [I-].[K+] (potassium iodide). Solvent: CN(C)C=O (DMF), CN(C)C=O (dmf), CN(C)C=O (DMF). Run at temperature 70 celsius, time 16 hour. Yields the product CC(OC(=O)Cc1noc(-c2ccncc2)n1)c1cccnc1. The reactants are CC(C)S(=O)(=O)NC1CCCCC1OCc1ccccc1, CCO. Product: CC(C)S(=O)(=O)NC1CCCCC1O. As a reaction SMILES: [CH3:1][CH:2]([CH3:3])[S:4](=[O:5])(=[O:6])[NH:7][CH:8]1[CH:9]([O:14][CH2:15][c:16]2[cH:17][cH:18][cH:19][cH:20][cH:21]2)[CH2:10][CH2:11][CH2:12][CH2:13]1.[CH3:22][CH2:23][OH:24]>>[CH3:1][CH:2]([CH3:3])[S:4](=[O:5])(=[O:6])[NH:7][CH:8]1[CH:9]([OH:14])[CH2:10][CH2:11][CH2:12][CH2:13]1. Starting materials: NC1=CC2=C(NC(O2)=O)C(=C1F)C (6-amino-5-fluoro-4-methyl-2-benzoxazolone), NC1=CC2=C(NC(O2)=O)C(=C1F)C (6-amino-5-fluoro-4-methyl-2-benzoxazolone), C(C1=CC=CC=C1)=O (benzaldehyde). Run in C(C)O (ethanol). Conditions: time 15 hour. Product: C(C1=CC=CC=C1)NC1=CC2=C(NC(O2)=O)C(=C1F)C (6-Benzylamino-5-fluoro-4-methyl-2-benzoxazolone). The yield is 85.7%. Reaction SMILES: [NH2:1][C:2]1[C:11]([F:12])=[C:10]([CH3:13])[C:5]2[NH:6][C:7](=[O:9])[O:8][C:4]=2[CH:3]=1.[CH:14](=O)[C:15]1[CH:20]=[CH:19][CH:18]=[CH:17][CH:16]=1>C(O)C>[CH2:14]([NH:1][C:2]1[C:11]([F:12])=[C:10]([CH3:13])[C:5]2[NH:6][C:7](=[O:9])[O:8][C:4]=2[CH:3]=1)[C:15]1[CH:20]=[CH:19][CH:18]=[CH:17][CH:16]=1. Procedure details: A mixture of 6-amino-5-fluoro-4-methyl-2-benzoxazolone (Example 7 0.43 g, 2.40 mmoles) and benzaldehyde (0.26 g, 2.40 mmoles) in ethanol (2 ml) was refluxed for 2.5 hours. After cooling, the precipitated product was collected and washed with cold ethanol. To a mixture of the precipitate (0.63 g) and ethanol (8 ml) was added portionwise sodium borohydride (300 mg) at room temperature under stirring. Stirring continued for 15 hours. The reaction mixture was diluted with ethyl acetate and washed wi... The reactants are O=C([O-])[O-], Cc1cc(CCl)ccc1[N+](=O)[O-], CCOC(C)=O, FC(F)(F)c1n[nH]cc1I, [K+], [K+], CN(C)C=O. Yields the product Cc1cc(Cn2cc(I)c(C(F)(F)F)n2)ccc1[N+](=O)[O-]. Reaction SMILES: [C:23](=[O:24])([O-:25])[O-:26].[CH3:1][c:2]1[cH:3][c:4]([CH2:5][Cl:6])[cH:7][cH:8][c:9]1[N+:10](=[O:11])[O-:12].[CH3:34][CH2:35][O:36][C:37](=[O:38])[CH3:39].[I:13][c:14]1[c:15]([C:19]([F:20])([F:21])[F:22])[n:16][nH:17][cH:18]1.[K+:27].[K+:28].[O:29]=[CH:30][N:31]([CH3:32])[CH3:33]>>[CH3:1][c:2]1[cH:3][c:4]([CH2:5][n:17]2[n:16][c:15]([C:19]([F:20])([F:21])[F:22])[c:14]([I:13])[cH:18]2)[cH:7][cH:8][c:9]1[N+:10](=[O:11])[O-:12].